This data is from the Open Reaction Database (ORD), a public repository of structured organic reaction records. The task is: describe an organic reaction: reactants, conditions, products, and yield The reactants are FC1=CC=C(C=C1)C=CC=C[C@@H]1CC[C@H](CC1)CCCCC (1-(p-fluorophenyl)-4-(trans-4'-n-pentylcyclohexyl)-1,3-butadiene), C(\C=C\C#N)#N (fumaronitrile). Product: FC1=CC=C(C=C1)C1=C(C(C#N)=C(C=C1)[C@@H]1CC[C@H](CC1)CCCCC)C#N (3-(p-fluorophenyl)-6-(trans-4'-n-pentylcyclohexyl)phthalonitrile). Reaction SMILES: [F:1][C:2]1[CH:7]=[CH:6][C:5]([CH:8]=[CH:9][CH:10]=[CH:11][C@H:12]2[CH2:17][CH2:16][C@H:15]([CH2:18][CH2:19][CH2:20][CH2:21][CH3:22])[CH2:14][CH2:13]2)=[CH:4][CH:3]=1.[C:23](#[N:28])/[CH:24]=[CH:25]/[C:26]#[N:27]>>[F:1][C:2]1[CH:7]=[CH:6][C:5]([C:8]2[CH:9]=[CH:10][C:11]([C@H:12]3[CH2:13][CH2:14][C@H:15]([CH2:18][CH2:19][CH2:20][CH2:21][CH3:22])[CH2:16][CH2:17]3)=[C:25]([C:26]#[N:27])[C:24]=2[C:23]#[N:28])=[CH:4][CH:3]=1. Reported procedure: Using 1-(p-fluorophenyl)-4-(trans-4'-n-pentylcyclohexyl)-1,3-butadiene and fumaronitrile, 3-(p-fluorophenyl)-6-(trans-4'-n-pentylcyclohexyl)phthalonitrile was obtained by the same method as in Example 1. m.p. was 102.5° C. Reactants: C[Si](C)(C)C=[N+]=[N-], CO, ClCCl, NC1(C(=O)O)CCCCC1. Yields the product COC(=O)C1(N)CCCCC1. As a reaction SMILES: [CH3:11][Si:12]([CH:13]=[N+:14]=[N-:15])([CH3:16])[CH3:17].[CH3:21][OH:22].[Cl:18][CH2:19][Cl:20].[NH2:1][C:2]1([C:8](=[O:9])[OH:10])[CH2:3][CH2:4][CH2:5][CH2:6][CH2:7]1>>[NH2:1][C:2]1([C:8]([O:9][CH3:11])=[O:10])[CH2:3][CH2:4][CH2:5][CH2:6][CH2:7]1. Starting materials: C(#N)CC1(CN(C1)C=1N=CC(=NC1)C(=O)OC)N1N=CC(=C1)B1OC(C(O1)(C)C)(C)C (methyl 5-{3-(cyanomethyl)-3-[4-(4,4,5,5-tetramethyl-1,3,2-dioxaborolan-2-yl)-1H-pyrazol-1-yl]azetidin-1-yl}pyrazine-2-carboxylate), BrC1=C2C(=NC=C1)NC=C2 (4-bromo-1H-pyrrolo[2,3-b]pyridine), C([O-])(O)=O.[Na+] (sodium bicarbonate), O (water). Reagents/catalysts: C=1C=CC(=CC1)[P](C=2C=CC=CC2)(C=3C=CC=CC3)[Pd]([P](C=4C=CC=CC4)(C=5C=CC=CC5)C=6C=CC=CC6)([P](C=7C=CC=CC7)(C=8C=CC=CC8)C=9C=CC=CC9)[P](C=1C=CC=CC1)(C=1C=CC=CC1)C=1C=CC=CC1 (tetrakis(triphenylphosphine)palladium(0)). The solvent is O1CCOCC1 (1,4-dioxane). Reaction conditions: temperature 85 celsius, time 3 hour. Product: C(#N)CC1(CN(C1)C=1N=CC(=NC1)C(=O)OC)N1N=CC(=C1)C1=C2C(=NC=C1)NC=C2 (Methyl 5-{3-(cyanomethyl)-3-[4-(1H-pyrrolo[2,3-b]pyridin-4-yl)-1H-pyrazol-1-yl]azetidin-1-yl}pyrazine-2-carboxylate). The yield is 54.8%. RXN SMILES: [C:1]([CH2:3][C:4]1([N:18]2[CH:22]=[C:21](B3OC(C)(C)C(C)(C)O3)[CH:20]=[N:19]2)[CH2:7][N:6]([C:8]2[N:9]=[CH:10][C:11]([C:14]([O:16][CH3:17])=[O:15])=[N:12][CH:13]=2)[CH2:5]1)#[N:2].Br[C:33]1[CH:38]=[CH:37][N:36]=[C:35]2[NH:39][CH:40]=[CH:41][C:34]=12.C(=O)(O)[O-].[Na+].O>C1C=CC([P]([Pd]([P](C2C=CC=CC=2)(C2C=CC=CC=2)C2C=CC=CC=2)([P](C2C=CC=CC=2)(C2C=CC=CC=2)C2C=CC=CC=2)[P](C2C=CC=CC=2)(C2C=CC=CC=2)C2C=CC=CC=2)(C2C=CC=CC=2)C2C=CC=CC=2)=CC=1.O1CCOCC1>[C:1]([CH2:3][C:4]1([N:18]2[CH:22]=[C:21]([C:33]3[CH:38]=[CH:37][N:36]=[C:35]4[NH:39][CH:40]=[CH:41][C:34]=34)[CH:20]=[N:19]2)[CH2:7][N:6]([C:8]2[N:9]=[CH:10][C:11]([C:14]([O:16][CH3:17])=[O:15])=[N:12][CH:13]=2)[CH2:5]1)#[N:2] |f:2.3,^1:51,53,72,91|. Procedure details: A mixture of methyl 5-{3-(cyanomethyl)-3-[4-(4,4,5,5-tetramethyl-1,3,2-dioxaborolan-2-yl)-1H-pyrazol-1-yl]azetidin-1-yl}pyrazine-2-carboxylate (0.28 g, 0.66 mmol), 4-bromo-1H-pyrrolo[2,3-b]pyridine (0.14 g, 0.72 mmol), tetrakis(triphenylphosphine)palladium(0) (0.04 g, 0.03 mmol) and sodium bicarbonate (0.28 g, 3.3 mmol) in a solution of water (0.5 mL) and 1,4-dioxane (1 mL) was degassed for a while and sealed. The mixture was stirred at 85° C. for 3 h. After cooling the mixture was diluted with ... Starting materials: COC(COC1=C2CCCC2=C(C=C1)SCC1=CC=C(C=C1)OCC1=CC=CC=C1)=O ([7-(4-Benzyloxy-benzylsulfanyl)-indan-4-yloxy]-acetic acid methyl ester), [K+].[Br-] (KBr). As a reaction SMILES: C[O:2][C:3](=[O:31])[CH2:4][O:5][C:6]1[CH:14]=[CH:13][C:12]([S:15][CH2:16][C:17]2[CH:22]=[CH:21][C:20]([O:23][CH2:24][C:25]3[CH:30]=[CH:29][CH:28]=[CH:27][CH:26]=3)=[CH:19][CH:18]=2)=[C:11]2[C:7]=1[CH2:8][CH2:9][CH2:10]2.[K+].[Br-]>>[CH2:24]([O:23][C:20]1[CH:19]=[CH:18][C:17]([CH2:16][S:15][C:12]2[CH:13]=[CH:14][C:6]([O:5][CH2:4][C:3]([OH:31])=[O:2])=[C:7]3[C:11]=2[CH2:10][CH2:9][CH2:8]3)=[CH:22][CH:21]=1)[C:25]1[CH:26]=[CH:27][CH:28]=[CH:29][CH:30]=1 |f:1.2|. The product is C(C1=CC=CC=C1)OC1=CC=C(CSC=2C=CC(=C3CCCC23)OCC(=O)O)C=C1 ([7-(4-Benzyloxy-benzylsulfanyl)-indan-4-yloxy]-acetic acid). Procedure details: The title compound was prepared in the manner analogous to Example 1 using 69A. mp 145-147° C.; IR (KBr) cm−1:3066,2584, 1742, 1511, 1234; 400 MHz 1H NMR (DMSO-d6): δ 12.94 (br(s), 1H), 7.21-7.44 (m, 5H), 6.99-7.15 (m, 3H) 6.80-6.90 (m, 2H), 6.56 (d, 1H, J=8.3 Hz), 5.01 (s, 2H), 4.61 (s, 2H), 3.93 (s, 2H), 2.75 (t, 2H, J=7.3 Hz), 2.67 (t, 2H, J=7.3 Hz), 1.89 (pentet, 2H); MS m/z 419 (M−1). Anal. Calc'd for C25H24O4S: C, 71.40; H, 5.75. found: C, 71.46; H, 5.75. Reactants: C(=O)(Cl)Cl (phosgene), CN(C1=CC=CC=C1)C (N,N-dimethylaniline), phosgene oxime, N(O)=C1SCOC1 (4-oximino-1,3-oxathiolane). Run in CCOCC (ether), CCOCC (ether), CCOCC (ether). Reaction conditions: temperature -10 celsius, time 2 hour. Yields the product CN(C(=O)ON=C1SCOC1)C (4-(DIMETHYLCARBAMOYLOXIMINO)-1,3-OXATHIOLANE). Reaction SMILES: [N:1](=[C:3]1[CH2:7][O:6][CH2:5][S:4]1)[OH:2].[C:8](Cl)(Cl)=[O:9].[CH3:12][N:13](C)[C:14]1C=CC=CC=1>CCOCC>[CH3:12][N:13]([CH3:14])[C:8]([O:2][N:1]=[C:3]1[CH2:7][O:6][CH2:5][S:4]1)=[O:9]. Reported procedure: A quantity of 6 grams of 4-oximino-1,3-oxathiolane dissolved in 100 ml of anhydrous ether was added over 30 minutes to a solution of 10 grams of phosgene in 100 ml of anhydrous ether maintained at -10°C. A quantity of 6 grams of N,N-dimethylaniline dissolved in 200 ml of anhydrous ether was then added dropwise to the cooled phosgene/oxime solution over a 30 minute period. The heterogeneous mixture was stirred at -10° for 2 hours, filtered in an inert atmosphere and the filtrate concentrated unde... The reactants are C(C1=CC=CC=C1)C=1C=C2C(NC(=NC2=CC1F)N1N=CC(=C1)C(=O)OCC)=O (ethyl 1-(6-benzyl-7-fluoro-4-oxo-3,4-dihydroquinazolin-2-yl)-1H-pyrazole-4-carboxylate), N1CCOCC1 (morpholine). Product: C(C1=CC=CC=C1)C=1C=C2C(=NC(=NC2=CC1F)N1N=CC(=C1)C(=O)O)N1CCOCC1 (1-(6-Benzyl-7-fluoro-4-morpholinoquinazolin-2-yl)-1H-pyrazole-4-carboxylic acid). RXN SMILES: [CH2:1]([C:8]1[CH:9]=[C:10]2[C:15](=[CH:16][C:17]=1[F:18])[N:14]=[C:13]([N:19]1[CH:23]=[C:22]([C:24]([O:26]CC)=[O:25])[CH:21]=[N:20]1)[NH:12][C:11]2=O)[C:2]1[CH:7]=[CH:6][CH:5]=[CH:4][CH:3]=1.[NH:30]1[CH2:35][CH2:34][O:33][CH2:32][CH2:31]1>>[CH2:1]([C:8]1[CH:9]=[C:10]2[C:15](=[CH:16][C:17]=1[F:18])[N:14]=[C:13]([N:19]1[CH:23]=[C:22]([C:24]([OH:26])=[O:25])[CH:21]=[N:20]1)[N:12]=[C:11]2[N:30]1[CH2:35][CH2:34][O:33][CH2:32][CH2:31]1)[C:2]1[CH:7]=[CH:6][CH:5]=[CH:4][CH:3]=1. Procedure: The above compound may be made analogous to Example 1 using ethyl 1-(6-benzyl-7-fluoro-4-oxo-3,4-dihydroquinazolin-2-yl)-1H-pyrazole-4-carboxylate in step D and morpholine in step E. MS (ESI): predicted mass calcd. for C23H20FN5O3, 433.2